This data is from the Open Reaction Database (ORD), a public repository of structured organic reaction records. The task is: describe an organic reaction: reactants, conditions, products, and yield The reactants are [H-].[Na+] (sodium hydride), BrC=1SC=CN1 (2-bromothiazole), ice water, N1(N=CC=C1)CC1=CC=C(OCCO)C=C1 (2-[4-(1-pyrazolyl)methylphenoxy]ethanol). Run in CN(C=O)C (N,N-dimethylformamide), CN(C=O)C (N,N-dimethylformamide), CS(=O)C (dimethylsulfoxide). Conditions: time 10 minute. Product: S1C(=NC=C1)OCCOC1=CC=C(C=C1)CN1N=CC=C1 (4-(1-pyrazolyl)methylphenyl 2-(2-thiazolyl-oxy)ethyl ether). The yield is 40.6%. As a reaction SMILES: [H-].[Na+].[N:3]1([CH2:8][C:9]2[CH:18]=[CH:17][C:12]([O:13][CH2:14][CH2:15][OH:16])=[CH:11][CH:10]=2)[CH:7]=[CH:6][CH:5]=[N:4]1.Br[C:20]1[S:21][CH:22]=[CH:23][N:24]=1>CN(C)C=O.CS(C)=O>[S:21]1[CH:22]=[CH:23][N:24]=[C:20]1[O:16][CH2:15][CH2:14][O:13][C:12]1[CH:11]=[CH:10][C:9]([CH2:8][N:3]2[CH:7]=[CH:6][CH:5]=[N:4]2)=[CH:18][CH:17]=1 |f:0.1|. Procedure: To a mixture of 10 ml of anhydrous N,N-dimethylformamide and 110 mg of sodium hydride (60% oil dispersion) was added dropwise an anhydrous dimethylsulfoxide (5 ml) solution of 500 mg of 2-[4-(1-pyrazolyl)methylphenoxy]ethanol (produced in Reference Production Example 1 described below) under stirring over 10 minutes. After stirring at 60° to 70° C. for 2 hours, the mixture was cooled to 5° to 10° C., to which an anhydrous N,N-dimethylformamide (5 ml) solution of 488 mg of 2-bromothiazole was add... Starting materials: NCC(CP(OCC)(=O)C(OCC)OCC)C1=CC=C(C=C1)Cl (ethyl 3-amino-2-(4-chlorophenyl)propyl(diethoxymethyl)phosphinate). Run in Cl (hydrochloric acid). Product: Cl.NCC(CP(O)O)C1=CC=C(C=C1)Cl (3-amino-2-(4-chlorophenyl)propylphosphonous acid hydrochloride). Reaction SMILES: [NH2:1][CH2:2][CH:3]([C:17]1[CH:22]=[CH:21][C:20]([Cl:23])=[CH:19][CH:18]=1)[CH2:4][P:5](C(OCC)OCC)(=[O:9])[O:6]CC>Cl>[ClH:23].[NH2:1][CH2:2][CH:3]([C:17]1[CH:22]=[CH:21][C:20]([Cl:23])=[CH:19][CH:18]=1)[CH2:4][P:5]([OH:9])[OH:6] |f:2.3|. Reported procedure: A solution of 5.0 g of ethyl 3-amino-2-(4-chlorophenyl)propyl(diethoxymethyl)phosphinate in 60 ml of 36% aqueous hydrochloric acid is heated to reflux for a period of 1 hour. The reaction mixture is then allowed to cool to room temperature, concentrated under reduced pressure, and co-evaporated three times with 20 ml of water under reduced pressure to give 3-amino-2-(4-chlorophenyl)propylphosphonous acid hydrochloride, as a hygroscopic solid, 31P=+30.1 ppm (D2O). Reactants: ClC=1C(=CC(=C(C=O)C1)O)F (5-chloro-4-fluoro-2-hydroxy-benzaldehyde), COC(C(C)(C)Br)=O (2-bromo-2-methyl-propionic acid methyl ester), C(=O)([O-])[O-].[K+].[K+] (K2CO3). Run in CN(C)C=O (DMF). Conditions: temperature 140 celsius. The product is COC(C(C)(C)OC1=C(C=C(C(=C1)F)Cl)C=O)=O (2-(4-chloro-5-fluoro-2-formyl-phenoxy)-2-methyl-propionic acid methyl ester). The yield is 85.5%. RXN SMILES: [Cl:1][C:2]1[C:3]([F:11])=[CH:4][C:5]([OH:10])=[C:6]([CH:9]=1)[CH:7]=[O:8].[CH3:12][O:13][C:14](=[O:19])[C:15](Br)([CH3:17])[CH3:16].C([O-])([O-])=O.[K+].[K+]>CN(C=O)C>[CH3:12][O:13][C:14](=[O:19])[C:15]([O:10][C:5]1[CH:4]=[C:3]([F:11])[C:2]([Cl:1])=[CH:9][C:6]=1[CH:7]=[O:8])([CH3:17])[CH3:16] |f:2.3.4|. Procedure: A mixture of 5-chloro-4-fluoro-2-hydroxy-benzaldehyde (0.8 g, 4.6 mmol), 2-bromo-2-methyl-propionic acid methyl ester (1.6 g, 9.2 mmol) and K2CO3 (2 g, 14.5 mmol) in DMF (40 mL) was placed in a sealed tube and heated by irradiation in microwave reactor at 140° C. for 12 min. After cooled to room temperature, the mixture was partitioned between EtOAc and water. The organic layer was separated, washed with water, dried over anhydrous Na2SO4 and concentrated to give the thitle compound as a brown s... Reactants: C(O)N1C(CCCCC1)=O (N-methylolcaprolactam). The reagents and catalysts are [OH-].[Na+] (sodium hydroxide). Solvent: C(C)O (ethanol). The product is C1(CCCCCN1)=O (caprolactam), C=O (paraformaldehyde). The yield is 50.0%. As a reaction SMILES: [CH2:1]([N:3]1[CH2:9][CH2:8][CH2:7][CH2:6][CH2:5][C:4]1=[O:10])[OH:2]>[OH-].[Na+].C(O)C>[C:4]1(=[O:10])[NH:3][CH2:9][CH2:8][CH2:7][CH2:6][CH2:5]1.[CH2:1]=[O:2] |f:1.2|. Procedure details: It has already been disclosed that N-methylolcaprolactam can be prepared in a yield of 67% of the theoretical yield from caprolactam and excess paraformaldehyde (50% excess) in 95% strength ethanol in the presence of 4.2 mol % of sodium hydroxide as catalyst (J. Am. Chem. Soc. 70 (1948), 2115-2118). The reaction specified is carried out in approximately 50% strength solution. Starting materials: OC1=CC2=C(C(CO2)=O)C=C1 (6-hydroxy-2H-benzofuran-3-one), C(C)OC=1C=C(C=O)C=CC1OCC1=CC=CC=C1 (3-ethoxy-4-benzyloxybenzaldehyde), Cl (hydrochloric acid). The solvent is CO (methanol). Product: C(C)OC=1C=C(C=CC1OCC1=CC=CC=C1)C=C1OC2=C(C1=O)C=CC(=C2)O (2-[(3-ethoxy-4-benzyloxyphenyl)methylene]-6-hydroxy-3(2H)-benzofuranone). Yield: 51.4%. As a reaction SMILES: [OH:1][C:2]1[CH:11]=[CH:10][C:5]2[C:6](=[O:9])[CH2:7][O:8][C:4]=2[CH:3]=1.[CH2:12]([O:14][C:15]1[CH:16]=[C:17]([CH:20]=[CH:21][C:22]=1[O:23][CH2:24][C:25]1[CH:30]=[CH:29][CH:28]=[CH:27][CH:26]=1)[CH:18]=O)[CH3:13].Cl>CO>[CH2:12]([O:14][C:15]1[CH:16]=[C:17]([CH:18]=[C:7]2[C:6](=[O:9])[C:5]3[CH:10]=[CH:11][C:2]([OH:1])=[CH:3][C:4]=3[O:8]2)[CH:20]=[CH:21][C:22]=1[O:23][CH2:24][C:25]1[CH:30]=[CH:29][CH:28]=[CH:27][CH:26]=1)[CH3:13]. Procedure details: After 6-hydroxy-2H-benzofuran-3-one 1 g and 3-ethoxy-4-benzyloxybenzaldehyde 1.80 g were dissolved in methanol 75 ml, concentrated hydrochloric acid 50 ml was added, and the mixture was refluxed for 1.5 hours. The solution was cooled to room temperature, and precipitated crystals were filtered and dried over phosphorous pentoxide at a temperature of 60° C. for four hours under reduced pressure to obtain the desired compound 1.33 g. The reactants are Intermediate 20, C(C1=CC=CC=C1)N[C@@H]1C[C@H](CC1)C1=CNC2=CC=CC=C12 (trans-benzyl-3-(1H-indol-3-yl)-cyclopentylamine), C(=O)[O-].[NH4+] (ammonium formate). The product is N1C=C(C2=CC=CC=C12)[C@@H]1C[C@H](CC1)N (trans-3-(1H-Indol-3-yl)-cyclopentylamine). Isolated yield 87.4%. Reaction SMILES: C([NH:8][C@H:9]1[CH2:13][CH2:12][C@H:11]([C:14]2[C:22]3[C:17](=[CH:18][CH:19]=[CH:20][CH:21]=3)[NH:16][CH:15]=2)[CH2:10]1)C1C=CC=CC=1.C([O-])=O.[NH4+]>>[NH:16]1[C:17]2[C:22](=[CH:21][CH:20]=[CH:19][CH:18]=2)[C:14]([C@H:11]2[CH2:12][CH2:13][C@H:9]([NH2:8])[CH2:10]2)=[CH:15]1 |f:1.2|. Reported procedure: This compound was prepared in the same manner as for Intermediate 20, using trans-benzyl-3-(1H-indol-3-yl)-cyclopentylamine (0.8 g, 2.8 mmol) and ammonium formate (1.1 g, 17.5 mmol) to afford 0.49 g (89%) of the desired product as a thick oil, which solidified upon standing: MS (ESI) m/z 201 [M+H]+. The reactants are NCc1ccccc1, Nc1cc(C(=O)O)ccn1. Yields the product Nc1cc(C(=O)NCc2ccccc2)ccn1. As a reaction SMILES: [NH2:11][CH2:12][c:13]1[cH:14][cH:15][cH:16][cH:17][cH:18]1.[NH2:1][c:2]1[cH:3][c:4]([C:5](=[O:6])[OH:7])[cH:8][cH:9][n:10]1>>[NH2:1][c:2]1[cH:3][c:4]([C:5](=[O:7])[NH:11][CH2:12][c:13]2[cH:14][cH:15][cH:16][cH:17][cH:18]2)[cH:8][cH:9][n:10]1.